This data is from the Open Reaction Database (ORD), a public repository of structured organic reaction records. The task is: describe an organic reaction: reactants, conditions, products, and yield Starting materials: C1CCOC1, Cl, NNc1cccc(OC(F)(F)F)c1, NN, C1=COCC1, O. Yields the product OCCCC=NNc1cccc(OC(F)(F)F)c1. Reaction SMILES: [CH2:22]1[O:23][CH2:24][CH2:25][CH2:26]1.[ClH:1].[F:2][C:3]([O:4][c:5]1[cH:6][c:7]([NH:11][NH2:12])[cH:8][cH:9][cH:10]1)([F:13])[F:14].[NH2:20][NH2:21].[O:15]1[CH2:16][CH2:17][CH:18]=[CH:19]1.[OH2:27]>>[F:2][C:3]([O:4][c:5]1[cH:6][c:7]([NH:11][N:12]=[CH:19][CH2:18][CH2:17][CH2:16][OH:15])[cH:8][cH:9][cH:10]1)([F:13])[F:14]. Yield: 60.7%. Reaction SMILES: [BH4-].[Na+].[F:3][C:4]1[CH:9]=[C:8]([I:10])[CH:7]=[CH:6][C:5]=1[NH:11][C:12]1[C:13]([NH:23][S:24]([C:27]2([CH2:30][CH:31]=[O:32])[CH2:29][CH2:28]2)(=[O:26])=[O:25])=[C:14]2[O:22][CH2:21][CH2:20][N:15]2[C:16](=[O:19])[C:17]=1[CH3:18]>C1COCC1.CO.C(Cl)Cl>[F:3][C:4]1[CH:9]=[C:8]([I:10])[CH:7]=[CH:6][C:5]=1[NH:11][C:12]1[C:13]([NH:23][S:24]([C:27]2([CH2:30][CH2:31][OH:32])[CH2:29][CH2:28]2)(=[O:26])=[O:25])=[C:14]2[O:22][CH2:21][CH2:20][N:15]2[C:16](=[O:19])[C:17]=1[CH3:18] |f:0.1|. Procedure: Sodium borohydride (0.1 g, 2.6 mmol) was added to a stirred solution of 1-(2-Oxo-ethyl)-cyclopropanesulfonic acid [7-(2-fluoro-4-iodo-phenylamino)-6-methyl-5-oxo-2,3-dihydro-5H-oxazolo[3,2-a]pyridin-8-yl]-amide (0.12 g, 0.21 mmol) in THF (5 mL) and MeOH (2 mL) at room temperature. The resulting mixture was stirred at room temperature for 1 hour. The reaction was monitored by TLC (10% MeOH in DCM). The reaction mixture was concentrated under reduced pressure and partitioned between ethylacetate a... Yields the product FC1=C(C=CC(=C1)I)NC=1C(=C2N(C(C1C)=O)CCO2)NS(=O)(=O)C2(CC2)CCO (1-(2-Hydroxy-ethyl)-cyclopropanesulfonic acid [7-(2-fluoro-4-iodo-phenylamino)-6-methyl-5-oxo-2,3-dihydro-5H-oxazolo[3,2-a]pyridin-8-yl]-amide). The solvent is C1CCOC1 (THF), CO (MeOH), C(Cl)Cl (DCM), CO (MeOH). Run at time 1 hour. Starting materials: [BH4-].[Na+] (Sodium borohydride), FC1=C(C=CC(=C1)I)NC=1C(=C2N(C(C1C)=O)CCO2)NS(=O)(=O)C2(CC2)CC=O (1-(2-Oxo-ethyl)-cyclopropanesulfonic acid [7-(2-fluoro-4-iodo-phenylamino)-6-methyl-5-oxo-2,3-dihydro-5H-oxazolo[3,2-a]pyridin-8-yl]-amide).